Dataset: the Open Reaction Database (ORD), a public repository of structured organic reaction records. Task: describe an organic reaction: reactants, conditions, products, and yield Reactants: [BH4-], Cc1cc(C(=O)O)cc(Br)c1Cl, O=C(n1ccnc1)n1ccnc1, C1CCOC1, Cl, [Na+], O. The product is Cc1cc(CO)cc(Br)c1Cl. RXN SMILES: [BH4-:25].[Br:13][c:14]1[cH:15][c:16]([C:17](=[O:18])[OH:19])[cH:20][c:21]([CH3:24])[c:22]1[Cl:23].[C:1]([n:2]1[cH:3][cH:4][n:5][cH:6]1)([n:7]1[cH:8][cH:9][n:10][cH:11]1)=[O:12].[CH2:28]1[O:29][CH2:30][CH2:31][CH2:32]1.[ClH:27].[Na+:26].[OH2:33]>>[Br:13][c:14]1[cH:15][c:16]([CH2:17][OH:18])[cH:20][c:21]([CH3:24])[c:22]1[Cl:23].